This data is from the Open Reaction Database (ORD), a public repository of structured organic reaction records. The task is: describe an organic reaction: reactants, conditions, products, and yield Starting materials: C12(CC3CC(CC(C1)C3)C2)C2=C(C=C3C=CC(=CC3=C2)C=2SC=C(C2)C(=O)OCC)O[Si](C)(C)C(C)(C)C (ethyl 2-[7-(1-adamantyl)-6-tert-butyldimethylsilyloxy-2-naphthyl]-4-thiophenecarboxylate), [F-].C(CCC)[N+](CCCC)(CCCC)CCCC (tetrabutylammonium fluoride), O (water). Solvent: C1CCOC1 (THF), C1CCOC1 (THF). Run at time 2 hour. Yields the product C12(CC3CC(CC(C1)C3)C2)C2=C(C=C3C=CC(=CC3=C2)C=2SC=C(C2)C(=O)OCC)O (ethyl 2-[7-(1-adamantyl)-6-hydroxy-2-naphthyl]-4-thiophenecarboxylate). As a reaction SMILES: [C:1]12([C:11]3[CH:20]=[C:19]4[C:14]([CH:15]=[CH:16][C:17]([C:21]5[S:22][CH:23]=[C:24]([C:26]([O:28][CH2:29][CH3:30])=[O:27])[CH:25]=5)=[CH:18]4)=[CH:13][C:12]=3[O:31][Si](C(C)(C)C)(C)C)[CH2:10][CH:5]3[CH2:6][CH:7]([CH2:9][CH:3]([CH2:4]3)[CH2:2]1)[CH2:8]2.[F-].C([N+](CCCC)(CCCC)CCCC)CCC.O>C1COCC1>[C:1]12([C:11]3[CH:20]=[C:19]4[C:14]([CH:15]=[CH:16][C:17]([C:21]5[S:22][CH:23]=[C:24]([C:26]([O:28][CH2:29][CH3:30])=[O:27])[CH:25]=5)=[CH:18]4)=[CH:13][C:12]=3[OH:31])[CH2:10][CH:5]3[CH2:4][CH:3]([CH2:9][CH:7]([CH2:6]3)[CH2:8]1)[CH2:2]2 |f:1.2|. Reported procedure: 8.29 g (15.2 mmol) of ethyl 2-[7-(1-adamantyl)-6-tert-butyldimethylsilyloxy-2-naphthyl]-4-thiophenecarboxylate and 60 ml of THF were introduced into a round-bottomed flask. A solution of 15.2 ml (16.6 mmol) of tetrabutylammonium fluoride in THF (1.1N) was added dropwise and the mixture was stirred at room temperature for 2 hours. The reaction medium was poured into water, extracted with ethyl ether, the organic phase decanted, dried over magnesium sulfate and evaporated. The residue obtained was... Reactants: Cl.Cl.C(C=C)OC(=O)C1=CC2=C(N(C(=N2)C)C2CCNCC2)C=C1 (2-methyl-1-piperidin-4-yl-1H-benzoimidazole-5-carboxylic acid allyl ester dihydrochloride), Cl.Cl.C(C=C)OC(=O)C1=CC2=C(N(C(=N2)C)C2CCNCC2)C=C1 (2-methyl-1-piperidin-4-yl-1H-benzoimidazole-5-carboxylic acid allyl ester dihydrochloride), [OH-].[Na+] (NaOH), C(C)(=O)O (acetic acid), C(C)OC=1C=C(C=O)C=CC1F (3-ethoxy-4-fluoro-benzaldehyde), C(C)OC=1C=C(C=O)C=CC1F (3-ethoxy-4-fluoro-benzaldehyde), C(#N)[BH3-].[Na+] (sodium cyanoborohydride). Run in CO (methanol), O (water), C(C)O (ethanol). Reaction conditions: temperature 70 celsius, time 8 hour. Yields the product C(C)OC=1C=C(CN2CCC(CC2)N2C(=NC3=C2C=CC(=C3)C(=O)O)C)C=CC1F (1-[1-(3-Ethoxy-4-fluoro-benzyl)-piperidin-4-yl]-2-methyl-1H-benzoimidazole-5-carboxylic acid). The yield is 21.7%. RXN SMILES: Cl.Cl.C([O:6][C:7]([C:9]1[CH:24]=[CH:23][C:12]2[N:13]([CH:17]3[CH2:22][CH2:21][NH:20][CH2:19][CH2:18]3)[C:14]([CH3:16])=[N:15][C:11]=2[CH:10]=1)=[O:8])C=C.[OH-].[Na+].C(O)(=O)C.[CH2:31]([O:33][C:34]1[CH:35]=[C:36]([CH:39]=[CH:40][C:41]=1[F:42])[CH:37]=O)[CH3:32].C([BH3-])#N.[Na+]>CO.O.C(O)C>[CH2:31]([O:33][C:34]1[CH:35]=[C:36]([CH:39]=[CH:40][C:41]=1[F:42])[CH2:37][N:20]1[CH2:21][CH2:22][CH:17]([N:13]2[C:12]3[CH:23]=[CH:24][C:9]([C:7]([OH:8])=[O:6])=[CH:10][C:11]=3[N:15]=[C:14]2[CH3:16])[CH2:18][CH2:19]1)[CH3:32] |f:0.1.2,3.4,7.8|. Procedure details: To a solution of 2-methyl-1-piperidin-4-yl-1H-benzoimidazole-5-carboxylic acid allyl ester dihydrochloride (55.8 mg, 0.15 mmol, 1.0 equiv; intermediate A1) in methanol (0.8 mL) and water (0.4 mL) was added a solution of 10 M NaOH (60 μL), acetic acid (86 μL, 90.3 mg, 1.50 mmol, 10 equiv), 3-ethoxy-4-fluoro-benzaldehyde (30.3 mg, 0.18 mmol, 1.2 equiv; intermediate B1, vide infra) and sodium cyanoborohydride (47.1 mg, 0.75 mmol, 5.0 equiv), dissolved in ethanol (0.5 mL). The reaction mixture was s... Reactants: ClC1=NC=CC=C1[N+](=O)[O-] (2-chloro-3-nitropyridine), C1(=CC=CC=C1)NC(C)=O (N-phenylacetamide). The product is CC1=NC=2C(=NC=CC2)N1C1=CC=CC=C1 (2-Methyl-3-phenyl-3H-imidazo[4,5-b]pyridine). Yield: 88.9%. As a reaction SMILES: Cl[C:2]1[C:7]([N+:8]([O-])=O)=[CH:6][CH:5]=[CH:4][N:3]=1.[C:11]1([NH:17][C:18](=O)[CH3:19])[CH:16]=[CH:15][CH:14]=[CH:13][CH:12]=1>>[CH3:19][C:18]1[N:17]([C:11]2[CH:16]=[CH:15][CH:14]=[CH:13][CH:12]=2)[C:2]2=[N:3][CH:4]=[CH:5][CH:6]=[C:7]2[N:8]=1. Procedure: Method A applied to 2-chloro-3-nitropyridine (79 mg, 0.5 mmol) and N-phenylacetamide (81 mg, 0.6 mmol) afforded the title compound as pale yellow viscous oil (93 mg, 89%). 1H NMR (DMSO) δ 2.48 (s, 3H), 7.24 (dd, 1H), 7.53-7.63 (m, 5H), 8.02 (d, 1H), 8.20 (d, 1H); 13C NMR δ 14.6, 118.3, 125.9, 127.4, 128.7, 129.3, 134.1, 134.3, 143.0, 148.7, 152.9. HRMS (FAB): cal. for C13H12N3 [M+H+]: 210.1031; found: 210.1027. Starting materials: C(C)(C)(C)[Si](C)(C)OCCCCCCCCCCCCCCC=C (Tert-butyl-hexadec-15-enyloxy-dimethylsilane), solution, CCCC[N+](CCCC)(CCCC)CCCC.[F-] (TBAF). The solvent is C1CCOC1 (THF). Conditions: time 16 hour. Yields the product C(CCCCCCCCCCCCCC=C)O (Hexadec-15-en-1-ol). Isolated yield 77.0%. RXN SMILES: C([Si]([O:8][CH2:9][CH2:10][CH2:11][CH2:12][CH2:13][CH2:14][CH2:15][CH2:16][CH2:17][CH2:18][CH2:19][CH2:20][CH2:21][CH2:22][CH:23]=[CH2:24])(C)C)(C)(C)C.CCCC[N+](CCCC)(CCCC)CCCC.[F-]>C1COCC1>[CH2:9]([OH:8])[CH2:10][CH2:11][CH2:12][CH2:13][CH2:14][CH2:15][CH2:16][CH2:17][CH2:18][CH2:19][CH2:20][CH2:21][CH2:22][CH:23]=[CH2:24] |f:1.2|. Procedure details: To 11.0 g (31 mmol) of 25 was added 124 mL of a 1 M solution of TBAF in THF and the reaction was stirred for 16 h at room temperature. The reaction mixture was then quenched with saturated solution of aq. NH4Cl and THF was evaporated under reduced pressure. The aq. solution was then diluted with 200 mL of water and the target product was extracted with Et2O (3×), the combined organic layers were then washed with brine (1×), dried over MgSO4 and the solvent was removed under reduced pressure. The... Reactants: CC(C)(C)OC(=O)N1CCCC1CO, C1CCOC1, COC(=O)c1cc(Cl)c(O)c(Cl)c1, CC(C)OC(=O)N=NC(=O)OC(C)C, c1ccc(P(c2ccccc2)c2ccccc2)cc1. Product: COC(=O)c1cc(Cl)c(OCC2CCCN2C(=O)OC(C)(C)C)c(Cl)c1. Reaction SMILES: [C:14]([CH3:15])([CH3:16])([CH3:17])[O:18][C:19](=[O:20])[N:21]1[CH:22]([CH2:23][OH:24])[CH2:25][CH2:26][CH2:27]1.[CH2:61]1[O:62][CH2:63][CH2:64][CH2:65]1.[Cl:1][c:2]1[cH:3][c:4]([C:5](=[O:6])[O:7][CH3:8])[cH:9][c:10]([Cl:13])[c:11]1[OH:12].[O:47]=[C:48]([O:49][CH:50]([CH3:51])[CH3:52])[N:53]=[N:54][C:55]([O:56][CH:57]([CH3:58])[CH3:59])=[O:60].[c:28]1([P:29]([c:30]2[cH:31][cH:32][cH:33][cH:34][cH:35]2)[c:36]2[cH:37][cH:38][cH:39][cH:40][cH:41]2)[cH:42][cH:43][cH:44][cH:45][cH:46]1>>[Cl:1][c:2]1[cH:3][c:4]([C:5](=[O:6])[O:7][CH3:8])[cH:9][c:10]([Cl:13])[c:11]1[O:12][CH2:23][CH:22]1[N:21]([C:19]([O:18][C:14]([CH3:15])([CH3:16])[CH3:17])=[O:20])[CH2:27][CH2:26][CH2:25]1. Reactants: B1C2CCCC1CCC2, C=CCc1cc(Cl)cc(OC)c1OS(=O)(=O)C(F)(F)F, [K+], [K+], [K+], [Na+], C1CCOC1, [OH-], OO, O=P([O-])([O-])[O-]. Yields the product COc1cc(Cl)cc2c1CCC2. RXN SMILES: [CH:1]12[CH2:2][CH2:3][CH2:4][CH:5]([BH:6]1)[CH2:7][CH2:8][CH2:9]2.[F:10][C:11]([F:12])([F:13])[S:14]([O:15][c:16]1[c:17]([CH2:25][CH:26]=[CH2:27])[cH:18][c:19]([Cl:24])[cH:20][c:21]1[O:22][CH3:23])(=[O:28])=[O:29].[K+:35].[K+:36].[K+:37].[Na+:39].[O:42]1[CH2:43][CH2:44][CH2:45][CH2:46]1.[OH-:38].[OH:40][OH:41].[P:30]([O-:31])([O-:32])([O-:33])=[O:34]>>[c:16]12[c:17]([cH:18][c:19]([Cl:24])[cH:20][c:21]1[O:22][CH3:23])[CH2:25][CH2:26][CH2:27]2. Reactants: C, CN(C)CC1CN(Cc2ccccc2)CCO1, CCO, NN, O, [Pd]. The product is CN(C)CC1CNCCO1. As a reaction SMILES: [C:24].[CH2:1]([c:2]1[cH:3][cH:4][cH:5][cH:6][cH:7]1)[N:8]1[CH2:9][CH:10]([CH2:14][N:15]([CH3:16])[CH3:17])[O:11][CH2:12][CH2:13]1.[CH3:21][CH2:22][OH:23].[NH2:19][NH2:20].[OH2:18].[Pd:25]>>[NH:8]1[CH2:9][CH:10]([CH2:14][N:15]([CH3:16])[CH3:17])[O:11][CH2:12][CH2:13]1.